The task is: describe an organic reaction: reactants, conditions, products, and yield. This data is from the Open Reaction Database (ORD), a public repository of structured organic reaction records. The reactants are C1(CCCCC1)N=C=NC1CCCCC1 (dicyclohexylcarbodiimide), C[C@@H]1C[C@H]2[C@H](O2)/C=C\C=C\C(=O)CC3=C(C(=CC(=C3Cl)O)O)C(=O)O1 (radicicol), C1(=CC=CC=C1)CCCCCC(=O)O (6-phenylhexanoic acid). The solvent is O1CCCC1 (tetrahydrofuran). Yields the product CN(C)C1=NC=CC=C1 (dimethylaminopyridine), title compound. Reaction SMILES: [CH3:1][C@H]1OC(=O)C2C(O)=CC(O)=C(Cl)C=2CC(=O)C=CC=C[C@H]2O[C@H]2C1.C1(CCCCCC(O)=O)C=CC=CC=1.[CH:40]1([N:46]=[C:47]=[N:48][CH:49]2[CH2:54][CH2:53][CH2:52]CC2)CCCCC1>O1CCCC1>[CH3:1][N:46]([C:47]1[CH:52]=[CH:53][CH:54]=[CH:49][N:48]=1)[CH3:40]. Reported procedure: Following a procedure similar to that described in Example 12, but using 500 mg of radicicol, 659 mg of 6-phenylhexanoic acid, 15 ml of dry tetrahydrofuran, 707 mg of dicyclohexylcarbodiimide and a catalytic amount of dimethylaminopyridine, 704 mg of the title compound were obtained. Starting materials: [OH-].[Na+] (NaOH), C(C)OC(C(CNC1=NC=CC(=N1)C1=C(N=C2N1C=CN=C2C)C2=CC=C(C=C2)F)(C)C)=O (3-{4-[2-(4-Fluorophenyl)-8-methylimidazo[1,2-a]pyrazin-3-yl]pyrimidin-2-ylamino}-2,2-dimethyl-propionic acid ethyl ester), Cl (HCl). Solvent: C(Cl)Cl (DCM), O (water), CO (MeOH). Reaction conditions: time 4 day. Yields the product FC1=CC=C(C=C1)C=1N=C2N(C=CN=C2C)C1C1=NC(=NC=C1)NCC(C(=O)O)(C)C (3-{4-[2-(4-Fluorophenyl)-8-methylimidazo[1,2-a]pyrazin-3-yl]pyrimidin-2-ylamino}-2,2-dimethylpropionic acid). The yield is 45.1%. Reaction SMILES: C([O:3][C:4](=[O:33])[C:5]([CH3:32])([CH3:31])[CH2:6][NH:7][C:8]1[N:13]=[C:12]([C:14]2[N:18]3[CH:19]=[CH:20][N:21]=[C:22]([CH3:23])[C:17]3=[N:16][C:15]=2[C:24]2[CH:29]=[CH:28][C:27]([F:30])=[CH:26][CH:25]=2)[CH:11]=[CH:10][N:9]=1)C.[OH-].[Na+].Cl>CO.C(Cl)Cl.O>[F:30][C:27]1[CH:26]=[CH:25][C:24]([C:15]2[N:16]=[C:17]3[C:22]([CH3:23])=[N:21][CH:20]=[CH:19][N:18]3[C:14]=2[C:12]2[CH:11]=[CH:10][N:9]=[C:8]([NH:7][CH2:6][C:5]([CH3:32])([CH3:31])[C:4]([OH:33])=[O:3])[N:13]=2)=[CH:29][CH:28]=1 |f:1.2|. Reported procedure: 3-{4-[2-(4-Fluorophenyl)-8-methylimidazo[1,2-a]pyrazin-3-yl]pyrimidin-2-ylamino}-2,2-dimethyl-propionic acid ethyl ester (Example #A.9.19, 0.085 g, 0.19 mmol) was diluted in MeOH (3 mL) and treated with 2.5 M NaOH (0.36 mL, 0.9 mmol) at ambient temperature. After about 4 days, the mixture was neutralized with 1.0 M HCl (0.90 mL, 0.9 mmol) and diluted with DCM and water. The layers were separated and the aqueous layer was extracted with DCM. The combined organic layers were dried over Na2SO4, dec... Reaction SMILES: [C:1]1(=[N:11][C:12]2[CH:17]=[CH:16][C:15]([C:18]([O:20][CH2:21][CH3:22])=[O:19])=[CH:14][CH:13]=2)[C:10]2[C:5](=[CH:6][CH:7]=[CH:8][CH:9]=2)[CH2:4][CH2:3][CH2:2]1>[Pd].C(O)C>[C:18]([C:15]1[CH:16]=[CH:17][C:12]([NH:11][CH:1]2[C:10]3[C:5](=[CH:6][CH:7]=[CH:8][CH:9]=3)[CH2:4][CH2:3][CH2:2]2)=[CH:13][CH:14]=1)([O:20][CH2:21][CH3:22])=[O:19]. Reagents/catalysts: [Pd] (Pd/C). Run in C(C)O (ethanol). Procedure: N-(1,2,3,4-Tetrahydronaphthylidene)-p-carbethoxyaniline (XXVIII) (30 g) prepared by the procedure described in example XXXIIA was hydrogenated using 5% Pd/C as the catalyst and 95% ethanol to give 1-(p-carbethoxy-anilino)-1,2,3,4-tetrahydronaphthalene (XXIX). XXIX had a melting point of 34° C. The reactants are C1(CCCC2=CC=CC=C12)=NC1=CC=C(C=C1)C(=O)OCC (N-(1,2,3,4-tetrahydonaphthylidene)-p-carbethoxyaniline). The product is C(=O)(OCC)C1=CC=C(NC2CCCC3=CC=CC=C23)C=C1 (1-(p-carbethoxy-anilino)-1,2,3,4-tetrahydronaphthalene). The reactants are CCCc1ccc(C=O)[nH]1, ClC(Cl)(Cl)Cl, O=C1CCC(=O)N1Br. Product: CCCc1[nH]c(C=O)cc1Br. As a reaction SMILES: [CH2:1]([CH2:2][CH3:3])[c:4]1[cH:5][cH:6][c:7]([CH:9]=[O:10])[nH:8]1.[Cl:19][C:20]([Cl:21])([Cl:22])[Cl:23].[O:11]=[C:12]1[N:13]([Br:18])[C:14](=[O:15])[CH2:16][CH2:17]1>>[CH2:1]([CH2:2][CH3:3])[c:4]1[c:5]([Br:18])[cH:6][c:7]([CH:9]=[O:10])[nH:8]1. The reactants are OCC1CCC(CO)CC1, O=C1c2ccccc2C(=O)N1O. The product is NOCC1CCC(CO)CC1. RXN SMILES: [CH:13]1([CH2:21][OH:22])[CH2:14][CH2:15][CH:16]([CH2:19][OH:20])[CH2:17][CH2:18]1.[OH:1][N:2]1[C:3](=[O:4])[c:5]2[cH:6][cH:7][cH:8][cH:9][c:10]2[C:11]1=[O:12]>>[NH2:2][O:20][CH2:19][CH:16]1[CH2:15][CH2:14][CH:13]([CH2:21][OH:22])[CH2:18][CH2:17]1. Reactants: 11.1, ClC=1C=C(C=C(C1C(C)(C#N)C1=CC=C(C=C1)Cl)C)N1N=C(C(NC1=O)=O)C(=O)O (2-[3-chloro-4-[1-(4-chlorophenyl)-1-cyanoethyl]-5-methylphenyl]-2,3,4,5-tetrahydro-3,5-dioxo-1,2,4-triazine-6-carboxylic acid), SCC(=O)O (2-mercaptoacetic acid), C(O)([O-])=O.[Na+] (sodium hydrogen carbonate). Run in O (water). Run at temperature 180 celsius. Yields the product ClC1=C(C(=CC(=C1)N1N=CC(NC1=O)=O)C)C(C#N)(C)C1=CC=C(C=C1)Cl (2-chloro-α-(4-chlorophenyl)-4-(4,5-dihydro-3,5-dioxo-1,2,4-triazin-2(3H)-yl)-α,6-dimethylbenzeneacetonitrile). The yield is 50.0%. RXN SMILES: [Cl:1][C:2]1[CH:3]=[C:4]([N:20]2[C:25](=[O:26])[NH:24][C:23](=[O:27])[C:22](C(O)=O)=[N:21]2)[CH:5]=[C:6]([CH3:19])[C:7]=1[C:8]([C:12]1[CH:17]=[CH:16][C:15]([Cl:18])=[CH:14][CH:13]=1)([C:10]#[N:11])[CH3:9].SCC(O)=O.C(=O)([O-])O.[Na+]>O>[Cl:1][C:2]1[CH:3]=[C:4]([N:20]2[C:25](=[O:26])[NH:24][C:23](=[O:27])[CH:22]=[N:21]2)[CH:5]=[C:6]([CH3:19])[C:7]=1[C:8]([C:12]1[CH:13]=[CH:14][C:15]([Cl:18])=[CH:16][CH:17]=1)([CH3:9])[C:10]#[N:11] |f:2.3|. Procedure: A mixture of 11.1 parts of 2-[3-chloro-4-[1-(4-chlorophenyl)-1-cyanoethyl]-5-methylphenyl]-2,3,4,5-tetrahydro-3,5-dioxo-1,2,4-triazine-6-carboxylic acid and 15 parts of 2-mercaptoacetic acid was stirred and heated for 2 hours at 180° C. The reaction mixture was cooled, water was added and the whole was treated with sodium hydrogen carbonate. The product was extracted with trichloromethane. The organic layer was dried, filtered and evaporated. The residue was purified by column chromatography ove... Reactants: C=CC(=O)OCC, O=C(Cl)c1ccccc1, CCCCN(CCCC)CCCC, Cc1ccc(C)cc1. Yields the product CCOC(=O)C=Cc1ccccc1. RXN SMILES: [C:10]([CH:11]=[CH2:12])(=[O:13])[O:14][CH2:15][CH3:16].[C:1]([c:2]1[cH:3][cH:4][cH:5][cH:6][cH:7]1)([Cl:8])=[O:9].[CH2:17]([N:18]([CH2:19][CH2:20][CH2:21][CH3:22])[CH2:23][CH2:24][CH2:25][CH3:26])[CH2:27][CH2:28][CH3:29].[CH3:30][c:31]1[cH:32][cH:33][c:34]([CH3:35])[cH:36][cH:37]1>>[CH:1]([c:2]1[cH:3][cH:4][cH:5][cH:6][cH:7]1)=[CH:11][C:10](=[O:13])[O:14][CH2:15][CH3:16]. Starting materials: ClCC1=C(C(C=O)=CC(=C1)[N+](=O)[O-])O (3-chloromethyl-5-nitrosalicylaldehyde), C1(=CC=CC=C1)P(C1=CC=CC=C1)C1=CC=CC=C1 (triphenylphosphine). Run in C1=CC=CC=C1 (benzene). The product is [Cl-].C(=O)C=1C(=C(C[P+](C2=CC=CC=C2)(C2=CC=CC=C2)C2=CC=CC=C2)C=C(C1)[N+](=O)[O-])O (3-formyl-2-hydroxy-5-nitrobenzyltriphenylphosphonium chloride). Yield: 86.0%. Reaction SMILES: [Cl:1][CH2:2][C:3]1[CH:10]=[C:9]([N+:11]([O-:13])=[O:12])[CH:8]=[C:5]([CH:6]=[O:7])[C:4]=1[OH:14].[C:15]1([P:21]([C:28]2[CH:33]=[CH:32][CH:31]=[CH:30][CH:29]=2)[C:22]2[CH:27]=[CH:26][CH:25]=[CH:24][CH:23]=2)[CH:20]=[CH:19][CH:18]=[CH:17][CH:16]=1>C1C=CC=CC=1>[Cl-:1].[CH:6]([C:5]1[C:4]([OH:14])=[C:3]([CH:10]=[C:9]([N+:11]([O-:13])=[O:12])[CH:8]=1)[CH2:2][P+:21]([C:22]1[CH:23]=[CH:24][CH:25]=[CH:26][CH:27]=1)([C:28]1[CH:33]=[CH:32][CH:31]=[CH:30][CH:29]=1)[C:15]1[CH:16]=[CH:17][CH:18]=[CH:19][CH:20]=1)=[O:7] |f:3.4|. Procedure details: A 4.53 g (20.9 mmoles) quantity of 3-chloromethyl-5-nitrosalicylaldehyde and 5.48 g (20.9 mmoles) of triphenylphosphine were dissolved in 30 ml of benzene and the solution obtained was refluxed with heating for 8 hours. After the reaction, the precipitate obtained was isolated by filtration, washed thoroughly with acetone and dried, giving 8.63 g (yield: 86%) of 3-formyl-2-hydroxy-5-nitrobenzyltriphenylphosphonium chloride as a yellow powder. Starting materials: CS(C)=O, N#Cc1ccc(Cl)cc1, [F-], [K+]. The product is N#Cc1ccc(F)cc1. As a reaction SMILES: [CH3:12][S:13](=[O:14])[CH3:15].[Cl:1][c:2]1[cH:3][cH:4][c:5]([C:6]#[N:7])[cH:8][cH:9]1.[F-:10].[K+:11]>>[c:2]1([F:10])[cH:3][cH:4][c:5]([C:6]#[N:7])[cH:8][cH:9]1. Starting materials: ClCCl, CCOc1n[nH]c(=O)n1C, O=C=NS(=O)(=O)Cl. The product is CCOc1nn(C(=O)NS(=O)(=O)Cl)c(=O)n1C. Reaction SMILES: [CH2:18]([Cl:19])[Cl:20].[CH2:1]([CH3:2])[O:3][c:4]1[n:5]([CH3:10])[c:6](=[O:9])[nH:7][n:8]1.[Cl:11][S:12](=[O:13])(=[O:14])[N:15]=[C:16]=[O:17]>>[CH2:1]([CH3:2])[O:3][c:4]1[n:5]([CH3:10])[c:6](=[O:9])[n:7]([C:16]([NH:15][S:12]([Cl:11])(=[O:13])=[O:14])=[O:17])[n:8]1.